This data is from the Open Reaction Database (ORD), a public repository of structured organic reaction records. The task is: describe an organic reaction: reactants, conditions, products, and yield Starting materials: C1CCC(CN2CCNCC2)CC1, O=C(O)Cc1csc(NC(=O)c2ccc(Cl)cc2)n1. Yields the product O=C(Nc1nc(CC(=O)N2CCN(CC3CCCCC3)CC2)cs1)c1ccc(Cl)cc1. Reaction SMILES: [CH:20]1([CH2:26][N:27]2[CH2:28][CH2:29][NH:30][CH2:31][CH2:32]2)[CH2:21][CH2:22][CH2:23][CH2:24][CH2:25]1.[Cl:1][c:2]1[cH:3][cH:4][c:5]([C:6](=[O:7])[NH:8][c:9]2[s:10][cH:11][c:12]([CH2:14][C:15](=[O:16])[OH:17])[n:13]2)[cH:18][cH:19]1>>[Cl:1][c:2]1[cH:3][cH:4][c:5]([C:6](=[O:7])[NH:8][c:9]2[s:10][cH:11][c:12]([CH2:14][C:15](=[O:17])[N:30]3[CH2:29][CH2:28][N:27]([CH2:26][CH:20]4[CH2:21][CH2:22][CH2:23][CH2:24][CH2:25]4)[CH2:32][CH2:31]3)[n:13]2)[cH:18][cH:19]1.